Dataset: the Open Reaction Database (ORD), a public repository of structured organic reaction records. Task: describe an organic reaction: reactants, conditions, products, and yield Yields the product C(C1=CC=CC=C1)OC=1C=C(N=NC1OCC1=CC=CC=C1)N(C)CC1CCCCC1 (5,6-bis(Benzyloxy)-N-(cyclohexylmethyl)-N-methylpyridazin-3-amine). Reported procedure: Prepared as described for 5,6-bis(benzyloxy)-N-[(4-fluorophenyl)methyl]pyridazin-3-amine (Intermediate 45) from 3,4-bis(benzyloxy)-6-chloropyridazine (Intermediate 1) and 1-cyclohexyl-N-methylmethanamine in 26% yield. Reaction SMILES: [CH2:1]([O:8][C:9]1[CH:10]=[C:11]([NH:23][CH2:24][C:25]2[CH:30]=[CH:29][C:28](F)=[CH:27][CH:26]=2)[N:12]=[N:13][C:14]=1[O:15][CH2:16][C:17]1[CH:22]=[CH:21][CH:20]=[CH:19][CH:18]=1)[C:2]1[CH:7]=[CH:6][CH:5]=[CH:4][CH:3]=1.[CH2:32](OC1N=NC(Cl)=CC=1OCC1C=CC=CC=1)C1C=CC=CC=1.C1(CNC)CCCCC1>>[CH2:1]([O:8][C:9]1[CH:10]=[C:11]([N:23]([CH2:24][CH:25]2[CH2:30][CH2:29][CH2:28][CH2:27][CH2:26]2)[CH3:32])[N:12]=[N:13][C:14]=1[O:15][CH2:16][C:17]1[CH:22]=[CH:21][CH:20]=[CH:19][CH:18]=1)[C:2]1[CH:7]=[CH:6][CH:5]=[CH:4][CH:3]=1. Isolated yield 26.0%. Reactants: C(C1=CC=CC=C1)OC=1C=C(N=NC1OCC1=CC=CC=C1)NCC1=CC=C(C=C1)F (5,6-bis(benzyloxy)-N-[(4-fluorophenyl)methyl]pyridazin-3-amine), C(C1=CC=CC=C1)OC=1N=NC(=CC1OCC1=CC=CC=C1)Cl (3,4-bis(benzyloxy)-6-chloropyridazine), C1(CCCCC1)CNC (1-cyclohexyl-N-methylmethanamine), C(C1=CC=CC=C1)OC=1C=C(N=NC1OCC1=CC=CC=C1)NCC1=CC=C(C=C1)F (5,6-bis(benzyloxy)-N-[(4-fluorophenyl)methyl]pyridazin-3-amine), C(C1=CC=CC=C1)OC=1N=NC(=CC1OCC1=CC=CC=C1)Cl (3,4-bis(benzyloxy)-6-chloropyridazine). RXN SMILES: C.F[C:3]1([C:9](=[O:12])[CH2:10]F)[CH2:8][CH2:7][O:6][C:4]1=[O:5]>>[C:9]([CH:3]1[CH2:8][CH2:7][O:6][C:4]1=[O:5])(=[O:12])[CH3:10]. Procedure details: The fluorination of 2-Acetyl butyrolactone (3.2 gm, 0.025 m) was carried out in a manner similar to that described in Example 6. Work up gave 2-fluoro-2-acetyl butyrolactone(nc) [NMR (CDCl3); 1H, δH =4.5 ppm (m), 2H; 2.87 ppm (m), 1H; 2.55 ppm (m)1H; 2.47 ppm (d), JHF =5.0 Hz, 3H; 19F, δF =-163.4 ppm (ddqd), J=11.8, 11.8, 4.9, and 1.5 Hz]. Accurate mass measurement:--Found (CI, methane), 147.0442; C6H8O3F requires 147.0457]. A small multiplet at -173.8 ppm and triplet of doublets at -237.9 ppm (... Product: C(C)(=O)C1C(=O)OCC1 (2-Acetyl butyrolactone). Reactants: C (methane), FC1(C(=O)OCC1)C(CF)=O (2-fluoro-2-(fluoroacetyl)butyrolactone). Reactants: CC(C)(C)C(=O)ONC1CSc2c(cccc2-c2cccc(C#N)c2)NC1=O, Cl, C1COCCO1. Product: Cl, N#Cc1cccc(-c2cccc3c2SCC(N)C(=O)N3)c1. RXN SMILES: [CH3:2][C:3]([CH3:4])([CH3:5])[C:6]([O:28][NH:7][CH:8]1[CH2:9][S:10][c:11]2[c:12]([cH:16][cH:17][cH:18][c:19]2-[c:20]2[cH:21][c:22]([C:23]#[N:24])[cH:25][cH:26][cH:27]2)[NH:13][C:14]1=[O:15])=[O:29].[ClH:1].[O:30]1[CH2:31][CH2:32][O:33][CH2:34][CH2:35]1>>[ClH:1].[NH2:7][CH:8]1[CH2:9][S:10][c:11]2[c:12]([cH:16][cH:17][cH:18][c:19]2-[c:20]2[cH:21][c:22]([C:23]#[N:24])[cH:25][cH:26][cH:27]2)[NH:13][C:14]1=[O:15]. The reactants are COC1=CC=CC=CC1=O (2-methoxytropone), C(C1=CC=2OCOC2C=C1)N1CCNCC1 (1-piperonylpiperazine). Solvent: CO (methanol). Yields the product C(C1=CC=2OCOC2C=C1)N1CCN(CC1)C=1C(C=CC=CC1)=O (2-(4-Piperonyl-1-piperazinyl)-2,4,6-cycloheptatriene-1-one), oil. The yield is 38.0%. Reaction SMILES: CO[C:3]1[C:9](=[O:10])[CH:8]=[CH:7][CH:6]=[CH:5][CH:4]=1.[CH2:11]([N:21]1[CH2:26][CH2:25][NH:24][CH2:23][CH2:22]1)[C:12]1[CH:20]=[CH:19][C:18]2[O:17][CH2:16][O:15][C:14]=2[CH:13]=1>CO>[CH2:11]([N:21]1[CH2:26][CH2:25][N:24]([C:3]2[C:9](=[O:10])[CH:8]=[CH:7][CH:6]=[CH:5][CH:4]=2)[CH2:23][CH2:22]1)[C:12]1[CH:20]=[CH:19][C:18]2[O:17][CH2:16][O:15][C:14]=2[CH:13]=1. Procedure details: A mixture of 2-methoxytropone (1.36 g, 10.0 mmol) (Pietra, F. Chem Review, 1973, 73:293) and 1-piperonylpiperazine (6.61 g, 30.0 mmol) in methanol (50.0 mL) was refluxed for 16 h. After cooling to room temperature, the solvent was removed in vacuo. The residue was subjected to column chromatography using ethyl acetate as the eluent. The title compound was obtained as a yellow oil (1.24 g, 38%). MS (FAB) 325 (M+ +1).